This data is from the Open Reaction Database (ORD), a public repository of structured organic reaction records. The task is: describe an organic reaction: reactants, conditions, products, and yield Starting materials: ClC1=NC2=C(C=C(C(=C2C(=C1)C)OC1=CC(=CC=C1)C(F)(F)F)OC)N1C(C=2C(C1=O)=CC=CC2)=O (2-chloro-6-methoxy-4-methyl-8-phthalimido-5-(3-trifluoromethylphenoxy)quinoline), O.NN (hydrazine hydrate). Solvent: C(C)O (ethanol). Conditions: time 3 hour. Yields the product NC=1C=C(C(=C2C(=CC(=NC12)Cl)C)OC1=CC(=CC=C1)C(F)(F)F)OC (8-Amino-2-chloro-6-methoxy-4-methyl-5-(3-trifluoromethylphenoxy)quinoline). RXN SMILES: [Cl:1][C:2]1[CH:11]=[C:10]([CH3:12])[C:9]2[C:4](=[C:5]([N:26]3C(=O)C4=CC=CC=C4C3=O)[CH:6]=[C:7]([O:24][CH3:25])[C:8]=2[O:13][C:14]2[CH:19]=[CH:18][CH:17]=[C:16]([C:20]([F:23])([F:22])[F:21])[CH:15]=2)[N:3]=1.O.NN>C(O)C>[NH2:26][C:5]1[CH:6]=[C:7]([O:24][CH3:25])[C:8]([O:13][C:14]2[CH:19]=[CH:18][CH:17]=[C:16]([C:20]([F:23])([F:21])[F:22])[CH:15]=2)=[C:9]2[C:4]=1[N:3]=[C:2]([Cl:1])[CH:11]=[C:10]2[CH3:12] |f:1.2|. Procedure: A suspension of 2-chloro-6-methoxy-4-methyl-8-phthalimido-5-(3-trifluoromethylphenoxy)quinoline (23.2 g, 45.2 mmol) in ethanol (900 mL) was treated with excess hydrazine hydrate (75%, 16.75 mL) and the mixture was refluxed with mechanical stirring for 3 hours. After cooling, the solids were collected and washed with CH2Cl2. The combined filtrate and washings were evaporated in vacuo to a small volume and dissolved in CH2Cl2 ( 500 mL). The solution was extracted with 20% KOH (3×200 mL), and with ... Starting materials: ClC1=NC=C(C(=N1)N[C@@H]1[C@@H]([C@H]2C=C[C@@H]1C2)C(=O)N)Cl ((1R,2R,3S,4S)-3-(2,5-Dichloro-pyrimidin-4-ylamino)-bicyclo[2.2.1]hept-5-ene-2-carboxylic acid amide), NC=1C(=CC2=C(CCOC(N2C)=O)C1)OC (2-Amino-3-methoxy-5-methyl-8,9-dihydro-5H-7-oxa-5-aza-benzocyclohepten-6-one). The product is ClC=1C(=NC(=NC1)NC=1C(=CC2=C(CCOC(N2C)=O)C1)OC)N[C@@H]1[C@@H]([C@H]2C=C[C@@H]1C2)C(=O)N ((1R,2R,3S,4S)-3-[5-Chloro-2-(3-methoxy-5-methyl-6-oxo-5,6,8,9-tetrahydro-7-oxa-5-aza-benzocyclohepten-2-ylamino)-pyrimidin-4-ylamino]-bicyclo[2.2.1]hept-5-ene-2-carboxylic acid amide). Isolated yield 72.0%. RXN SMILES: Cl[C:2]1[N:7]=[C:6]([NH:8][C@H:9]2[C@H:14]3[CH2:15][C@H:11]([CH:12]=[CH:13]3)[C@H:10]2[C:16]([NH2:18])=[O:17])[C:5]([Cl:19])=[CH:4][N:3]=1.[NH2:20][C:21]1[C:22]([O:34][CH3:35])=[CH:23][C:24]2[N:30]([CH3:31])[C:29](=[O:32])[O:28][CH2:27][CH2:26][C:25]=2[CH:33]=1>>[Cl:19][C:5]1[C:6]([NH:8][C@H:9]2[C@H:14]3[CH2:15][C@H:11]([CH:12]=[CH:13]3)[C@H:10]2[C:16]([NH2:18])=[O:17])=[N:7][C:2]([NH:20][C:21]2[C:22]([O:34][CH3:35])=[CH:23][C:24]3[N:30]([CH3:31])[C:29](=[O:32])[O:28][CH2:27][CH2:26][C:25]=3[CH:33]=2)=[N:3][CH:4]=1. Procedure: In an analogous manner to Example 1503, the product was prepared from (1R,2R,3S,4S)-3-(2,5-Dichloro-pyrimidin-4-ylamino)-bicyclo[2.2.1]hept-5-ene-2-carboxylic acid amide and 2-Amino-3-methoxy-5-methyl-8,9-dihydro-5H-7-oxa-5-aza-benzocyclohepten-6-one. Product isolated as a light grey solid (70 mg, 72%). mp: 168-170° C., MS (ESI+): 485 (M+H), 1H-NMR (CDCl3, 400 MHz) δ 8.03 (s, 1H), 7.96 (s, 1H), 7.75 (br s, 1H), 7.72 (s, 2H), 7.25 (s, 1H), 7.01 (s, 1H), 6.34 (br s, 1H), 6.19 (br s, 1H), 4.34 (t, ... Starting materials: O1CCN(CC1)CC(=S)O (morpholinothioacetic acid), O[C@H]1C[C@@H]2CC[C@H]3[C@@H]4CC[C@H](C(C=C)=O)[C@]4(CC([C@@H]3[C@]2(CC1)C)=O)C (3α-Hydroxy-21-methylene-5α-pregnane-11,20-dione), O (water). Run in CC(=O)C (acetone). Product: O[C@H]1C[C@@H]2CC[C@H]3[C@@H]4CC[C@H](C(CCSC(CN5CCOCC5)=O)=O)[C@]4(CC([C@@H]3[C@]2(CC1)C)=O)C (3α-Hydroxy-21-morpholinoacetylthiomethyl-5α-pregnane-11,20-dione). Yield: 66.8%. Reaction SMILES: [OH:1][C@@H:2]1[CH2:22][CH2:21][C@@:20]2([CH3:23])[C@@H:4]([CH2:5][CH2:6][C@@H:7]3[C@@H:19]2[C:18](=[O:24])[CH2:17][C@@:16]2([CH3:25])[C@H:8]3[CH2:9][CH2:10][C@@H:11]2[C:12](=[O:15])[CH:13]=[CH2:14])[CH2:3]1.[O:26]1[CH2:31][CH2:30][N:29]([CH2:32][C:33]([OH:35])=[S:34])[CH2:28][CH2:27]1.O>CC(C)=O>[OH:1][C@@H:2]1[CH2:22][CH2:21][C@@:20]2([CH3:23])[C@@H:4]([CH2:5][CH2:6][C@@H:7]3[C@@H:19]2[C:18](=[O:24])[CH2:17][C@@:16]2([CH3:25])[C@H:8]3[CH2:9][CH2:10][C@@H:11]2[C:12](=[O:15])[CH2:13][CH2:14][S:34][C:33](=[O:35])[CH2:32][N:29]2[CH2:30][CH2:31][O:26][CH2:27][CH2:28]2)[CH2:3]1. Procedure details: 3α-Hydroxy-21-methylene-5α-pregnane-11,20-dione (500 mg) was dissolved in acetone (20 ml) and the solution treated with morpholinothioacetic acid (300mg), at reflux for 3 hours. The mixture was poured into water and the emulsion extracted with either. The extracts were washed with water, dried over anhydrous sodium sulphate and evaporated to a foam (540 mg) which was purified by preparative t.l.c. in ethyl acetate/petrol (1:1). The main band gave title compound (490mg.) as a white foam. [α]D + 4...